From a dataset of the Open Reaction Database (ORD), a public repository of structured organic reaction records. describe an organic reaction: reactants, conditions, products, and yield Reactants: ClC=1C(=C(C(=CC1[N+](=O)[O-])S(=O)(=O)C)C)[N+](=O)[O-] (3-chloro-6-(methylsulfonyl)-2,4-di-nitrotoluene), NC(C)CCC (2-aminopentane). The solvent is C1=CC=CC=C1 (benzene). Conditions: time 8 hour. The product is CC(CCC)NC1=C(C(=C(C=C1[N+](=O)[O-])S(=O)(=O)C)C)[N+](=O)[O-] (N-(1-methylbutyl)-4-(methylsulfonyl)-2,6-dinitro-m-toluidine). As a reaction SMILES: Cl[C:2]1[C:3]([N+:16]([O-:18])=[O:17])=[C:4]([CH3:15])[C:5]([S:11]([CH3:14])(=[O:13])=[O:12])=[CH:6][C:7]=1[N+:8]([O-:10])=[O:9].[NH2:19][CH:20]([CH2:22][CH2:23][CH3:24])[CH3:21]>C1C=CC=CC=1>[CH3:21][CH:20]([NH:19][C:2]1[C:7]([N+:8]([O-:10])=[O:9])=[CH:6][C:5]([S:11]([CH3:14])(=[O:13])=[O:12])=[C:4]([CH3:15])[C:3]=1[N+:16]([O-:18])=[O:17])[CH2:22][CH2:23][CH3:24]. Procedure: A mixture of 3-chloro-6-(methylsulfonyl)-2,4-di-nitrotoluene (10.0 g., 0.034 mole) and 2-aminopentane (6.1 g. 0.07 mole) is refluxed in benzene (75 ml.) for 4 hours. After standing overnight, the mixture is successively washed with dilute hydrochloric acid, water, a 5% aqueous potassium carbonate solution and finally water. The mixture is then dried over magnesium sulfate. Removal of the magnesium sulfate and solvent leaves the desired product as a yellow oil which readily crystallized on coolin... Reactants: C(C)(C)C=1C=C(C=CC1)N(C(CC1=CC(=CC=C1)Cl)=O)CC(CC)O (N-(3-isopropylphenyl)-N-(2-hydroxybutyl)-3-chlorophenylacetic amide), FC(C(=O)O)(F)F (trifluoroacetic acid), N1=CC=CC=C1 (pyridine), [Cr](=O)(=O)([O-])O[Cr](=O)(=O)[O-].[NH+]1=CC=CC=C1.[NH+]1=CC=CC=C1 (pyridinium dichromate). Run in C(Cl)Cl (methylene chloride), C(Cl)Cl (methylene chloride), C(C)OCC (diethyl ether). Conditions: time 4 hour. The product is C(C)(C)C=1C=C(C=CC1)N(C(CC1=CC(=CC=C1)Cl)=O)CC(CC)=O (N-(3-isopropylphenyl)-N-(2-oxobutyl)-3-chlorophenylacetamide). Yield: 76.5%. As a reaction SMILES: [Cr](O[Cr]([O-])(=O)=O)([O-])(=O)=O.[NH+]1C=CC=CC=1.[NH+]1C=CC=CC=1.FC(F)(F)C(O)=O.N1C=CC=CC=1.[CH:35]([C:38]1[CH:39]=[C:40]([N:44]([CH2:55][CH:56]([OH:59])[CH2:57][CH3:58])[C:45](=[O:54])[CH2:46][C:47]2[CH:52]=[CH:51][CH:50]=[C:49]([Cl:53])[CH:48]=2)[CH:41]=[CH:42][CH:43]=1)([CH3:37])[CH3:36]>C(Cl)Cl.C(OCC)C>[CH:35]([C:38]1[CH:39]=[C:40]([N:44]([CH2:55][C:56](=[O:59])[CH2:57][CH3:58])[C:45](=[O:54])[CH2:46][C:47]2[CH:52]=[CH:51][CH:50]=[C:49]([Cl:53])[CH:48]=2)[CH:41]=[CH:42][CH:43]=1)([CH3:37])[CH3:36] |f:0.1.2|. Reported procedure: 15.7 g (41.7 mmol) of pyridinium dichromate were dissolved in 80 ml of methylene chloride, and 1.4 ml of trifluoroacetic acid and 0.9 ml of pyridine were added thereto. Next, 10 ml of a methylene chloride solution containing 10.0 g (27.8 mmol) of N-(3-isopropylphenyl)-N-(2-hydroxybutyl)-3-chlorophenylacetic amide obtained in Example 1 were added dropwise to the solution, while refluxed and stirred. Reaction was then carried out at the same temperature for 4 hours, and the resultant reaction mixt... The reactants are C(C1=CC=CC=C1)OC1=C2C(=CN(C2=CC(=C1)F)CC)CCN1CC2=CC=CC=C2C1 (4-(benzyloxy)-1-ethyl-6-fluoro-3-(2-(isoindolin-2-yl)ethyl)-1H-indole). Reagents/catalysts: [Pd] (Pd/C). The solvent is CO (methanol). Reaction conditions: time 8 hour. The product is C(C)N1C=C(C=2C(=CC(=CC12)F)O)CCN1CC2=CC=CC=C2C1 (1-ethyl-6-fluoro-3-(2-(isoindolin-2-yl)ethyl)-1H-indol-4-ol). The yield is 107.0%. As a reaction SMILES: C([O:8][C:9]1[CH:17]=[C:16]([F:18])[CH:15]=[C:14]2[C:10]=1[C:11]([CH2:21][CH2:22][N:23]1[CH2:31][C:30]3[C:25](=[CH:26][CH:27]=[CH:28][CH:29]=3)[CH2:24]1)=[CH:12][N:13]2[CH2:19][CH3:20])C1C=CC=CC=1>CO.[Pd]>[CH2:19]([N:13]1[C:14]2[CH:15]=[C:16]([F:18])[CH:17]=[C:9]([OH:8])[C:10]=2[C:11]([CH2:21][CH2:22][N:23]2[CH2:24][C:25]3[C:30](=[CH:29][CH:28]=[CH:27][CH:26]=3)[CH2:31]2)=[CH:12]1)[CH3:20]. Procedure details: To a solution of 31-3 (30 mg, 0.072 mmol) in methanol (10 mL) was added 10% Pd/C (20 mg) under hydrogen atmosphere. The reaction mixture was stirred at room temperature overnight and then filtered through a pad of celite. The filtrate was concentrated to give a pale yellow residue, which was purified on silica gel column chromatography eluting with dichloromethane/methanol (9:1) to give 31-4 (25 mg, 70%) as a white solid. 1H-NMR (400 MHz, CDCl3): δ (ppm) 7.29 (d, J=2.4 Hz, 2H), 7.17 (d, J=3.2 Hz... Starting materials: FC1=C(C=CC(=C1)B1OC(C(O1)(C)C)(C)C)C=1C=NC(=NC1)N (5-(2-fluoro-4-(4,4,5,5-tetramethyl-1,3,2-dioxaborolan-2-yl)phenyl)pyrimidin-2-amine), BrC1=C(C=CC=C1)S(=O)(=O)C1(CCCC1)C(=O)N (1-(2-bromophenylsulfonyl)cyclopentanecarboxamide). Product: NC1=NC=C(C=N1)C1=C(C=C(C=C1)C1=C(C=CC=C1)S(=O)(=O)C1(CCCC1)C(=O)N)F (1-{[4′-(2-Aminopyrimidin-5-yl)-3′-fluorobiphenyl-2-yl]sulfonyl}cyclopentanecarboxamide). Reaction SMILES: [F:1][C:2]1[CH:7]=[C:6](B2OC(C)(C)C(C)(C)O2)[CH:5]=[CH:4][C:3]=1[C:17]1[CH:18]=[N:19][C:20]([NH2:23])=[N:21][CH:22]=1.Br[C:25]1[CH:30]=[CH:29][CH:28]=[CH:27][C:26]=1[S:31]([C:34]1([C:39]([NH2:41])=[O:40])[CH2:38][CH2:37][CH2:36][CH2:35]1)(=[O:33])=[O:32]>>[NH2:23][C:20]1[N:21]=[CH:22][C:17]([C:3]2[CH:4]=[CH:5][C:6]([C:25]3[CH:30]=[CH:29][CH:28]=[CH:27][C:26]=3[S:31]([C:34]3([C:39]([NH2:41])=[O:40])[CH2:38][CH2:37][CH2:36][CH2:35]3)(=[O:33])=[O:32])=[CH:7][C:2]=2[F:1])=[CH:18][N:19]=1. Reported procedure: The title compound was prepared using conditions analogous to those used to make Example 6 5-(2-fluoro-4-(4,4,5,5-tetramethyl-1,3,2-dioxaborolan-2-yl)phenyl)pyrimidin-2-amine and 1-(2-bromophenylsulfonyl)cyclopentanecarboxamide. MS (ESI): mass calcd. for C22H21FN4O3S, 440.13; m/z found, 441.1 [M+H]+. 1H NMR (400 MHz, DMSO-d6) δ 8.52 (s, 2H), 7.98 (d, J=7.7, 1H), 7.75 (m, 1H), 7.65 (m, 1H), 7.54 (m, 1H), 7.42 (s, 1H), 7.36-7.34 (m, 2H), 7.28-7.22 (m, 2H), 6.93 (s, 2H), 2.27-2.16 (m, 2H), 2.04-1.9... Reactants: ClCCl, O=C(O)c1cc2cc(F)ccc2[nH]1, NC1CCN(CCn2c(=O)cnc3ccc(F)cc32)CC1, CN(C)C=O, O, On1nnc2ccccc21. Yields the product O=C(NC1CCN(CCn2c(=O)cnc3ccc(F)cc32)CC1)c1cc2cc(F)ccc2[nH]1. RXN SMILES: [Cl:46][CH2:47][Cl:48].[F:22][c:23]1[cH:24][c:25]2[cH:26][c:27]([C:32](=[O:33])[OH:34])[nH:28][c:29]2[cH:30][cH:31]1.[NH2:1][CH:2]1[CH2:3][CH2:4][N:5]([CH2:8][CH2:9][n:10]2[c:11](=[O:21])[cH:12][n:13][c:14]3[cH:15][cH:16][c:17]([F:20])[cH:18][c:19]23)[CH2:6][CH2:7]1.[O:49]=[CH:50][N:51]([CH3:52])[CH3:53].[OH2:35].[OH:36][n:37]1[c:38]2[cH:39][cH:40][cH:41][cH:42][c:43]2[n:44][n:45]1>>[NH:1]([CH:2]1[CH2:3][CH2:4][N:5]([CH2:8][CH2:9][n:10]2[c:11](=[O:21])[cH:12][n:13][c:14]3[cH:15][cH:16][c:17]([F:20])[cH:18][c:19]23)[CH2:6][CH2:7]1)[C:32]([c:27]1[cH:26][c:25]2[cH:24][c:23]([F:22])[cH:31][cH:30][c:29]2[nH:28]1)=[O:33]. Reactants: ClCCCl, CN(C)C=O, O=C(O)Cn1nc(-c2ccc(Cl)cc2)n(C2CC2)c1=O, CC(C)(N)c1cc(Cl)cc(Cl)c1, Cl, On1nnc2ccccc21. The product is CC(C)(NC(=O)Cn1nc(-c2ccc(Cl)cc2)n(C2CC2)c1=O)c1cc(Cl)cc(Cl)c1. As a reaction SMILES: [CH2:43]([Cl:44])[CH2:45][Cl:46].[CH3:48][N:49]([CH3:50])[CH:51]=[O:52].[Cl:1][c:2]1[cH:3][cH:4][c:5](-[c:8]2[n:9][n:10]([CH2:17][C:18](=[O:19])[OH:20])[c:11](=[O:16])[n:12]2[CH:13]2[CH2:14][CH2:15]2)[cH:6][cH:7]1.[Cl:21][c:22]1[cH:23][c:24]([C:29]([CH3:30])([CH3:31])[NH2:32])[cH:25][c:26]([Cl:28])[cH:27]1.[ClH:47].[OH:33][n:34]1[c:35]2[c:36]([cH:37][cH:38][cH:39][cH:40]2)[n:41][n:42]1>>[Cl:1][c:2]1[cH:3][cH:4][c:5](-[c:8]2[n:9][n:10]([CH2:17][C:18](=[O:19])[NH:32][C:29]([c:24]3[cH:23][c:22]([Cl:21])[cH:27][c:26]([Cl:28])[cH:25]3)([CH3:30])[CH3:31])[c:11](=[O:16])[n:12]2[CH:13]2[CH2:14][CH2:15]2)[cH:6][cH:7]1.